Dataset: the Open Reaction Database (ORD), a public repository of structured organic reaction records. Task: describe an organic reaction: reactants, conditions, products, and yield Starting materials: ClC1=C(C=O)C(=CC=C1)Cl (2,6-dichlorobenzaldehyde), [OH-].[Na+] (sodium hydroxide), I.NNC(=N)NCC1=CC=CO1 (1-amino-3-furfurylguanidine hydriodide), C(C)(=O)O (acetic acid). Solvent: CCOCC (ether), O (water), C(C)O (ethanol). The product is ClC1=C(C=NNC(=N)NCC2=CC=CO2)C(=CC=C1)Cl (1-(2,6-Dichlorobenzylideneamino)-3-furfurylguanidine). Reaction SMILES: [Cl:1][C:2]1[CH:9]=[CH:8][CH:7]=[C:6]([Cl:10])[C:3]=1[CH:4]=O.I.[NH2:12][NH:13][C:14]([NH:16][CH2:17][C:18]1[O:22][CH:21]=[CH:20][CH:19]=1)=[NH:15].C(O)(=O)C.[OH-].[Na+]>CCOCC.C(O)C.O>[Cl:1][C:2]1[CH:9]=[CH:8][CH:7]=[C:6]([Cl:10])[C:3]=1[CH:4]=[N:12][NH:13][C:14]([NH:16][CH2:17][C:18]1[O:22][CH:21]=[CH:20][CH:19]=1)=[NH:15] |f:1.2,4.5|. Procedure: A solution of 1.75 g. of 2,6-dichlorobenzaldehyde and 2.82 g. of 1-amino-3-furfurylguanidine hydriodide in 15 ml. of glacial acetic acid is heated at 100° C. for one hour, cooled, and diluted with absolute ether until crystallization occurs. Filtration gives 3.51 g. of gray-colored crystals. The crystals are dissolved by warming in absolute ethanol and the solution is treated with excess 10N sodium hydroxide and diluted with water to turbidity. Chilling and filtration give 2.00 g. of nearly colo... Reactants: ClC1=NC(=NC(=N1)C1=CC=CC=C1)C1=CC=CC=C1 (2-chloro-4,6-diphenyl-s-triazine), ClC1=C(C=C(O)C=C1)O (4-chlororesorcinol), Cl (hydrochloric acid), [Cl-].[Al+3].[Cl-].[Cl-] (aluminum chloride). The solvent is C=1(C(=CC=CC1)C)C (xylene). Run at temperature 80 celsius. Product: ClC=1C(=CC(=C(C1)C1=NC(=NC(=N1)C1=CC=CC=C1)C1=CC=CC=C1)O)O (2-(5-Chloro-2,4-dihydroxyphenyl)-4,6-diphenyl-s-triazine), product. RXN SMILES: Cl[C:2]1[N:7]=[C:6]([C:8]2[CH:13]=[CH:12][CH:11]=[CH:10][CH:9]=2)[N:5]=[C:4]([C:14]2[CH:19]=[CH:18][CH:17]=[CH:16][CH:15]=2)[N:3]=1.[Cl-].[Al+3].[Cl-].[Cl-].[Cl:24][C:25]1[CH:31]=[CH:30][C:28]([OH:29])=[CH:27][C:26]=1[OH:32].Cl>C1(C)C(C)=CC=CC=1>[Cl:24][C:25]1[C:26]([OH:32])=[CH:27][C:28]([OH:29])=[C:30]([C:2]2[N:7]=[C:6]([C:8]3[CH:13]=[CH:12][CH:11]=[CH:10][CH:9]=3)[N:5]=[C:4]([C:14]3[CH:19]=[CH:18][CH:17]=[CH:16][CH:15]=3)[N:3]=2)[CH:31]=1 |f:1.2.3.4|. Procedure: To a 350 mL sulfonation flask equipped with a mechanical stirrer, condenser and a nitrogen atmosphere are charged 26.8 g (100 mmol) of 2-chloro-4,6-diphenyl-s-triazine, and 100 mL of xylene (mixture of isomers). To the beige suspension are added 14.9 g (112 mmol) of aluminum chloride in one portion. The mixture is warmed to ca. 80° C. for 2 hours. 17.4 g (120 mmol) of 4-chlororesorcinol are then added in five portions over 40 minutes to the now homogeneous solution. The reaction mixture is heate... The reactants are C(C(=O)Cl)(=O)Cl (oxalyl chloride), NC1=NN(C=C1)CC(C)(O)C (1-(3-amino-pyrazol-1-yl)-2-methyl-propan-2-ol), N1=C(C=CC=C1C)C (2,6-lutidine), acid chloride, C(C)(C)(C)OC(NC1=CC(=CC=C1)CN1N=C(C=C1)NC([C@H](CC1CCCC1)C1=CC(=C(C=C1)S(=O)(=O)C)Cl)=O)=O ((3-{3-[2-(R)-(3-chloro-4-methanesulfonyl-phenyl)-3-cyclopentyl-propionylamino]-pyrazol-1-ylmethyl}-phenyl)-carbamic acid tert-butyl ester). Solvent: C(Cl)Cl (methylene chloride), C(Cl)Cl (methylene chloride), C(Cl)Cl (methylene chloride), C(Cl)Cl (methylene chloride), C(Cl)Cl (methylene chloride). Conditions: temperature 0 celsius, time 1 hour. Product: C1(CCCC1)C[C@@H](C(=O)NC1=NN(C=C1)CC(C)(C)O)C1=CC(=C(C=C1)S(=O)(=O)C)C (3-cyclopentyl-N-[1-(2-hydroxy-2-methyl-propyl)-1H-pyrazol-3-yl]-2(R)-(4-methanesulfonyl-3-methyl-phenyl)-propionamide). Isolated yield 73.0%. Reaction SMILES: C(OC(=O)NC1C=CC=C(CN2C=CC(N[C:21](=[O:40])[C@@H:22]([C:29]3[CH:34]=[CH:33][C:32]([S:35]([CH3:38])(=[O:37])=[O:36])=[C:31](Cl)[CH:30]=3)[CH2:23][CH:24]3[CH2:28][CH2:27][CH2:26][CH2:25]3)=N2)C=1)(C)(C)C.[C:42](Cl)(=O)C(Cl)=O.[NH2:48][C:49]1[CH:53]=[CH:52][N:51]([CH2:54][C:55]([CH3:58])([OH:57])[CH3:56])[N:50]=1.N1C(C)=CC=CC=1C>C(Cl)Cl>[CH:24]1([CH2:23][C@H:22]([C:29]2[CH:34]=[CH:33][C:32]([S:35]([CH3:38])(=[O:36])=[O:37])=[C:31]([CH3:42])[CH:30]=2)[C:21]([NH:48][C:49]2[CH:53]=[CH:52][N:51]([CH2:54][C:55]([OH:57])([CH3:58])[CH3:56])[N:50]=2)=[O:40])[CH2:25][CH2:26][CH2:27][CH2:28]1. Procedure: A solution of 3-cyclopentyl-2(R)-(4-methanesulfonyl-3-methyl-phenyl)-propionic acid (prepared as in PCT WO 2004/052869 A1, Example 57, 145 mg, 0.47 mmol) was dissolved in methylene chloride (10 mL) and N,N-dimethylfomamide (one drop) and cooled to 0° C. To this solution was added dropwise a solution of oxalyl chloride in methylene chloride (2 M solution, 270 μL, 0.54 mmol) which produced gas evolution and it was then stirred at 0° C. for 15 minutes and 1 h at 25° C. After this time, the reaction... Reactants: ClC1=NC=CC=C1C=O (2-chloro-3-formylpyridine), [N+](=O)([O-])C=1C=C(C=CC1)B(O)O (3-nitrophenylboronic acid), aqueous solution, C([O-])([O-])=O.[Na+].[Na+] (sodium carbonate). Reagents/catalysts: [Pd].C1(=CC=CC=C1)P(C1=CC=CC=C1)C1=CC=CC=C1.C1(=CC=CC=C1)P(C1=CC=CC=C1)C1=CC=CC=C1.C1(=CC=CC=C1)P(C1=CC=CC=C1)C1=CC=CC=C1.C1(=CC=CC=C1)P(C1=CC=CC=C1)C1=CC=CC=C1 (tetrakis(triphenylphosphine)-palladium). Run in COCCOC (1,2-dimethoxyethane), C(C)(=O)OCC (ethyl acetate). Run at temperature 80 celsius, time 14 hour. Product: C(=O)C=1C(=NC=CC1)C=1C=C(C=CC1)[N+](=O)[O-] (3-(3-formylpyrdin-2-yl)nitrobenzene). Isolated yield 93.7%. As a reaction SMILES: Cl[C:2]1[C:7]([CH:8]=[O:9])=[CH:6][CH:5]=[CH:4][N:3]=1.[N+:10]([C:13]1[CH:14]=[C:15](B(O)O)[CH:16]=[CH:17][CH:18]=1)([O-:12])=[O:11].C(=O)([O-])[O-].[Na+].[Na+]>COCCOC.C(OCC)(=O)C.[Pd].C1(P(C2C=CC=CC=2)C2C=CC=CC=2)C=CC=CC=1.C1(P(C2C=CC=CC=2)C2C=CC=CC=2)C=CC=CC=1.C1(P(C2C=CC=CC=2)C2C=CC=CC=2)C=CC=CC=1.C1(P(C2C=CC=CC=2)C2C=CC=CC=2)C=CC=CC=1>[CH:8]([C:7]1[C:2]([C:17]2[CH:18]=[C:13]([N+:10]([O-:12])=[O:11])[CH:14]=[CH:15][CH:16]=2)=[N:3][CH:4]=[CH:5][CH:6]=1)=[O:9] |f:2.3.4,7.8.9.10.11|. Procedure details: To a suspension of 2-chloro-3-formylpyridine (0.708 g), 3-nitrophenylboronic acid (1.09 g) and tetrakis(triphenylphosphine)-palladium (289 mg) in 1,2-dimethoxyethane (20 ml) was added 2M aqueous solution of sodium carbonate (6.5 ml). The mixture was stirred at 80° C. for 14 hours under a nitrogen atmosphere, then cooled to room temperature and diluted with ethyl acetate. The organic layer was separated, washed with water and brine and dried over sodium sulfate. The solvent was evaporated under r... The reactants are ClCCCl, COC(=O)C(N)CO, CCN(C(C)C)C(C)C, Cl, CN(C)C=O, On1nnc2ccccc21, O=C(O)c1ccc(Cn2cnc3ccccc32)cc1. Product: COC(=O)C(CO)NC(=O)c1ccc(Cn2cnc3ccccc32)cc1. Reaction SMILES: [CH2:20]([Cl:21])[CH2:22][Cl:23].[CH3:44][O:45][C:46]([CH:47]([NH2:48])[CH2:49][OH:50])=[O:51].[CH:34]([N:35]([CH2:36][CH3:37])[CH:38]([CH3:39])[CH3:40])([CH3:41])[CH3:42].[ClH:43].[O:52]=[CH:53][N:54]([CH3:55])[CH3:56].[OH:24][n:25]1[c:26]2[c:27]([cH:28][cH:29][cH:30][cH:31]2)[n:32][n:33]1.[n:1]1([CH2:10][c:11]2[cH:12][cH:13][c:14]([C:15](=[O:16])[OH:17])[cH:18][cH:19]2)[cH:2][n:3][c:4]2[c:5]1[cH:6][cH:7][cH:8][cH:9]2>>[n:1]1([CH2:10][c:11]2[cH:12][cH:13][c:14]([C:15](=[O:17])[NH:48][CH:47]([C:46]([O:45][CH3:44])=[O:51])[CH2:49][OH:50])[cH:18][cH:19]2)[cH:2][n:3][c:4]2[c:5]1[cH:6][cH:7][cH:8][cH:9]2. The reactants are COCCOC(Cc1ccc(OCCc2ccc(NC(=O)OC(C)(C)C)cc2)cc1)C(=O)OC, [Li+], C1CCOC1, [OH-], O, O. The product is COCCOC(Cc1ccc(OCCc2ccc(NC(=O)OC(C)(C)C)cc2)cc1)C(=O)O. As a reaction SMILES: [CH3:1][O:2][C:3]([CH:4]([CH2:5][c:6]1[cH:7][cH:8][c:9]([O:12][CH2:13][CH2:14][c:15]2[cH:16][cH:17][c:18]([NH:21][C:22](=[O:23])[O:24][C:25]([CH3:26])([CH3:27])[CH3:28])[cH:19][cH:20]2)[cH:10][cH:11]1)[O:29][CH2:30][CH2:31][O:32][CH3:33])=[O:34].[Li+:35].[O:38]1[CH2:39][CH2:40][CH2:41][CH2:42]1.[OH-:36].[OH2:37].[OH2:43]>>[O:2]=[C:3]([CH:4]([CH2:5][c:6]1[cH:7][cH:8][c:9]([O:12][CH2:13][CH2:14][c:15]2[cH:16][cH:17][c:18]([NH:21][C:22](=[O:23])[O:24][C:25]([CH3:26])([CH3:27])[CH3:28])[cH:19][cH:20]2)[cH:10][cH:11]1)[O:29][CH2:30][CH2:31][O:32][CH3:33])[OH:34]. The reactants are COC=1C=C2C(=CC=NC2=CC1OC)OC=1C(=C2C=CC(=CC2=CC1)N)C (6-(6,7-dimethoxy-quinolin-4-yloxy)-5-methyl-naphthalen-2-ylamine), C(C1=CC=CC=C1)(=O)Cl (benzoyl chloride), C(=O)([O-])[O-].[K+].[K+] (K2CO3). Reported procedure: 6-(6,7-Dimethoxy-quinolin-4-yloxy)-5-methyl-naphthalen-2-ylamine (Step b, 0.100 g, 0.2 mmol), benzoyl chloride (0.04 mL, 0.3 mmol) and K2CO3 (0.116 g, 0.6 mmol) in CH2Cl2 were stirred overnight under inert atmosphere. The reaction was quenched with water and diluted with CH2Cl2. The aqueous layer was extracted 3 times with CH2Cl2. The organics were collected, dried over Na2SO4, filtered, and concentrated in vacuo. The crude was purified by silica-gel column chromatography in EtOAc/Hexanes to giv... Solvent: C(Cl)Cl (CH2Cl2). As a reaction SMILES: [CH3:1][O:2][C:3]1[CH:4]=[C:5]2[C:10](=[CH:11][C:12]=1[O:13][CH3:14])[N:9]=[CH:8][CH:7]=[C:6]2[O:15][C:16]1[C:17]([CH3:27])=[C:18]2[C:23](=[CH:24][CH:25]=1)[CH:22]=[C:21]([NH2:26])[CH:20]=[CH:19]2.[C:28](Cl)(=[O:35])[C:29]1[CH:34]=[CH:33][CH:32]=[CH:31][CH:30]=1.C([O-])([O-])=O.[K+].[K+]>C(Cl)Cl>[CH3:1][O:2][C:3]1[CH:4]=[C:5]2[C:10](=[CH:11][C:12]=1[O:13][CH3:14])[N:9]=[CH:8][CH:7]=[C:6]2[O:15][C:16]1[C:17]([CH3:27])=[C:18]2[C:23](=[CH:24][CH:25]=1)[CH:22]=[C:21]([NH:26][C:28](=[O:35])[C:29]1[CH:34]=[CH:33][CH:32]=[CH:31][CH:30]=1)[CH:20]=[CH:19]2 |f:2.3.4|. The product is COC=1C=C2C(=CC=NC2=CC1OC)OC=1C(=C2C=CC(=CC2=CC1)NC(C1=CC=CC=C1)=O)C (N-[6-(6,7-dimethoxy-quinolin-4-yloxy)-5-methyl-naphthalen-2-yl]-benzamide), rust.